Dataset: the Open Reaction Database (ORD), a public repository of structured organic reaction records. Task: describe an organic reaction: reactants, conditions, products, and yield Reactants: C1(=CC=CC=C1)CCCN (3-phenylpropylamine), COC1=C2CCC(C(C2=CC=C1)CC(=O)OCC)=O (ethyl 1,2,3,4-tetrahydro-5-methoxy-2-oxo-1-naphthylacetate), O (water). Run in C1(=CC=CC=C1)C (toluene). Conditions: time 10 hour. Yields the product COC1=CC=CC=2[C@H]3CC(N([C@H]3CCC21)CCCC2=CC=CC=C2)=O (rac-cis-1,3,3a,4,5,9b-hexahydro-6-methoxy-3-(3-phenyl-propyl)-2H-benzo[e]indol-2-one). The yield is 78.6%. RXN SMILES: [CH3:1][O:2][C:3]1[CH:12]=[CH:11][CH:10]=[C:9]2[C:4]=1[CH2:5][CH2:6][C:7](=O)[CH:8]2[CH2:13][C:14]([O:16]CC)=O.[C:20]1([CH2:26][CH2:27][CH2:28][NH2:29])[CH:25]=[CH:24][CH:23]=[CH:22][CH:21]=1.O>C1(C)C=CC=CC=1>[CH3:1][O:2][C:3]1[C:4]2[CH2:5][CH2:6][C@H:7]3[C@H:8]([CH2:13][C:14](=[O:16])[N:29]3[CH2:28][CH2:27][CH2:26][C:20]3[CH:25]=[CH:24][CH:23]=[CH:22][CH:21]=3)[C:9]=2[CH:10]=[CH:11][CH:12]=1. Reported procedure: 4.0 g (0.01525 mol) of ethyl 1,2,3,4-tetrahydro-5-methoxy-2-oxo-1-naphthylacetate were dissolved in 80 ml of toluene, 2.29 ml (0.016 mol) of 3-phenylpropylamine were added thereto and the mixture was boiled for 20 hours on a water separator. After concentration the residue was hydrogenated with 1.5 g of Raney-nickel in 150 ml of ethanol at 70° and 80 bar for 10 hours. The product was chromatographed over silica gel with cyclohexane/ethyl acetate 1:1. There were obtained 4.02 g (76%) of oily rac-... The reactants are O=[N+]([O-])c1c(Br)nn(CCO)c1Br, NCc1ccccc1, O. Yields the product O=[N+]([O-])c1c(Br)nn(CCO)c1NCc1ccccc1. Reaction SMILES: [Br:1][c:2]1[n:3][n:4]([CH2:11][CH2:12][OH:13])[c:5]([Br:10])[c:6]1[N+:7](=[O:8])[O-:9].[NH2:15][CH2:16][c:17]1[cH:18][cH:19][cH:20][cH:21][cH:22]1.[OH2:14]>>[Br:1][c:2]1[n:3][n:4]([CH2:11][CH2:12][OH:13])[c:5]([NH:15][CH2:16][c:17]2[cH:18][cH:19][cH:20][cH:21][cH:22]2)[c:6]1[N+:7](=[O:8])[O-:9]. The reactants are C1(=CC=CC=C1)C(N1C=NC(=C1)CCC[O-])(C1=CC=CC=C1)C1=CC=CC=C1.[Na+] (sodium 3-(1-triphenylmethyl-1H-imidazol-4-yl)propanolate), FC1=C(C=CC(=C1)F)CC(C)=O ((2,4-difluorophenyl)propanone). Yields the product FC1=C(C=CC(=C1)OCCCC=1N=CNC1)CC(C)=O ((2-Fluoro-4-(3-(1H-imidazol-4-yl)propyloxy)phenyl)propanone). RXN SMILES: C1(C(C2C=CC=CC=2)(C2C=CC=CC=2)[N:8]2[CH:12]=[C:11]([CH2:13][CH2:14][CH2:15][O-:16])[N:10]=[CH:9]2)C=CC=CC=1.[Na+].[F:30][C:31]1[CH:36]=[C:35](F)[CH:34]=[CH:33][C:32]=1[CH2:38][C:39](=[O:41])[CH3:40]>>[F:30][C:31]1[CH:36]=[C:35]([O:16][CH2:15][CH2:14][CH2:13][C:11]2[N:10]=[CH:9][NH:8][CH:12]=2)[CH:34]=[CH:33][C:32]=1[CH2:38][C:39](=[O:41])[CH3:40] |f:0.1|. Procedure: 5 mmol of sodium 3-(1-triphenylmethyl-1H-imidazol-4-yl)propanolate and 10 mmol of (2,4-difluorophenyl)propanone are treated as described in Example 61 (method A). Starting materials: Cl, O=C(c1ccc(=O)n(-c2c(F)cccc2F)c1)C(c1ccc(F)cc1F)N1C(=O)c2ccccc2C1=O, [Na+], C1COCCO1, [OH-]. Yields the product Cl, NC(C(=O)c1ccc(=O)n(-c2c(F)cccc2F)c1)c1ccc(F)cc1F. Reaction SMILES: [ClH:38].[F:1][c:2]1[c:3]([CH:9]([C:10](=[O:11])[c:12]2[cH:13][n:14](-[c:19]3[c:20]([F:26])[cH:21][cH:22][cH:23][c:24]3[F:25])[c:15](=[O:18])[cH:16][cH:17]2)[N:27]2[C:28](=[O:29])[c:30]3[c:31]([cH:32][cH:33][cH:34][cH:35]3)[C:36]2=[O:37])[cH:4][cH:5][c:6]([F:8])[cH:7]1.[Na+:40].[O:41]1[CH2:42][CH2:43][O:44][CH2:45][CH2:46]1.[OH-:39]>>[ClH:38].[F:1][c:2]1[c:3]([CH:9]([C:10](=[O:11])[c:12]2[cH:13][n:14](-[c:19]3[c:20]([F:26])[cH:21][cH:22][cH:23][c:24]3[F:25])[c:15](=[O:18])[cH:16][cH:17]2)[NH2:27])[cH:4][cH:5][c:6]([F:8])[cH:7]1. Starting materials: OCC1Cc2ccc(Br)cc2C1, CC(C)(C)OC(N)=O, O=C([O-])[O-], CCOCC, Cc1ccccc1, CCCCCC, [Cu]I, [K+], [K+]. The product is CC(C)(C)OC(=O)Nc1ccc2c(c1)CC(CO)C2. As a reaction SMILES: [Br:1][c:2]1[cH:3][c:4]2[c:8]([cH:9][cH:10]1)[CH2:7][CH:6]([CH2:11][OH:12])[CH2:5]2.[C:13]([NH2:14])([O:15][C:16]([CH3:17])([CH3:18])[CH3:19])=[O:20].[C:21](=[O:22])([O-:23])[O-:24].[CH3:27][CH2:28][O:29][CH2:30][CH3:31].[CH3:32][c:33]1[cH:34][cH:35][cH:36][cH:37][cH:38]1.[CH3:41][CH2:42][CH2:43][CH2:44][CH2:45][CH3:46].[Cu:39][I:40].[K+:25].[K+:26]>>[c:2]1([NH:14][C:13]([O:15][C:16]([CH3:17])([CH3:18])[CH3:19])=[O:20])[cH:3][c:4]2[c:8]([cH:9][cH:10]1)[CH2:7][CH:6]([CH2:11][OH:12])[CH2:5]2. The reactants are [Br-], CS(=O)(=O)OCC1COC(CBr)(c2ccc(Cl)cc2Cl)O1, CCCC[N+](CCCC)(CCCC)CCCC, Cc1ccccc1, [Na+], [OH-], Cc1ccc(-c2cc(N3CCN(c4ccc(O)cc4)CC3)nc(C)n2)cc1. Yields the product Cc1ccc(-c2cc(N3CCN(c4ccc(OCC5COC(CBr)(c6ccc(Cl)cc6Cl)O5)cc4)CC3)nc(C)n2)cc1. As a reaction SMILES: [Br-:51].[Br:28][CH2:29][C:30]1([c:41]2[c:42]([Cl:48])[cH:43][c:44]([Cl:47])[cH:45][cH:46]2)[O:31][CH2:32][CH:33]([CH2:35][O:36][S:37]([CH3:38])(=[O:39])=[O:40])[O:34]1.[CH3:52][CH2:53][CH2:54][CH2:55][N+:56]([CH2:57][CH2:58][CH2:59][CH3:60])([CH2:61][CH2:62][CH2:63][CH3:64])[CH2:65][CH2:66][CH2:67][CH3:68].[CH3:69][c:70]1[cH:71][cH:72][cH:73][cH:74][cH:75]1.[Na+:50].[OH-:49].[OH:1][c:2]1[cH:3][cH:4][c:5]([N:8]2[CH2:9][CH2:10][N:11]([c:14]3[cH:15][c:16](-[c:21]4[cH:22][cH:23][c:24]([CH3:27])[cH:25][cH:26]4)[n:17][c:18]([CH3:20])[n:19]3)[CH2:12][CH2:13]2)[cH:6][cH:7]1>>[O:1]([c:2]1[cH:3][cH:4][c:5]([N:8]2[CH2:9][CH2:10][N:11]([c:14]3[cH:15][c:16](-[c:21]4[cH:22][cH:23][c:24]([CH3:27])[cH:25][cH:26]4)[n:17][c:18]([CH3:20])[n:19]3)[CH2:12][CH2:13]2)[cH:6][cH:7]1)[CH2:35][CH:33]1[CH2:32][O:31][C:30]([CH2:29][Br:28])([c:41]2[c:42]([Cl:48])[cH:43][c:44]([Cl:47])[cH:45][cH:46]2)[O:34]1.